describe an organic reaction: reactants, conditions, products, and yield From a dataset of the Open Reaction Database (ORD), a public repository of structured organic reaction records. Reactants: O=C([O-])[O-], CO, COc1cc(N(CCOc2ccccc2C)C(=O)C(F)(F)F)ccc1C(=O)N1CCCC(CC(=O)N2CCN(C)CC2)c2cc(Cl)ccc21, [K+], [K+], O. Yields the product COc1cc(NCCOc2ccccc2C)ccc1C(=O)N1CCCC(CC(=O)N2CCN(C)CC2)c2cc(Cl)ccc21. RXN SMILES: [C:50](=[O:51])([O-:52])[O-:53].[CH3:56][OH:57].[Cl:1][c:2]1[cH:3][cH:4][c:5]2[c:6]([cH:49]1)[CH:7]([CH2:39][C:40](=[O:41])[N:42]1[CH2:43][CH2:44][N:45]([CH3:48])[CH2:46][CH2:47]1)[CH2:8][CH2:9][CH2:10][N:11]2[C:12]([c:13]1[c:14]([O:36][CH3:37])[cH:15][c:16]([N:19]([C:20](=[O:21])[C:22]([F:23])([F:24])[F:25])[CH2:26][CH2:27][O:28][c:29]2[c:30]([CH3:35])[cH:31][cH:32][cH:33][cH:34]2)[cH:17][cH:18]1)=[O:38].[K+:54].[K+:55].[OH2:58]>>[Cl:1][c:2]1[cH:3][cH:4][c:5]2[c:6]([cH:49]1)[CH:7]([CH2:39][C:40](=[O:41])[N:42]1[CH2:43][CH2:44][N:45]([CH3:48])[CH2:46][CH2:47]1)[CH2:8][CH2:9][CH2:10][N:11]2[C:12]([c:13]1[c:14]([O:36][CH3:37])[cH:15][c:16]([NH:19][CH2:26][CH2:27][O:28][c:29]2[c:30]([CH3:35])[cH:31][cH:32][cH:33][cH:34]2)[cH:17][cH:18]1)=[O:38]. Reactants: FC1=CC=CC=C1 (fluorobenzene), O (water), ClCCCl (1,2-dichloroethane), [Al+3].[Cl-].[Cl-].[Cl-] (AlCl3), ClCl (chlorine). Run at temperature 25 celsius, time 5 hour. Yields the product ClC1=C(C(=C(C(=C1F)Cl)Cl)Cl)Cl (Pentachlorofluorobenzene). RXN SMILES: [F:1][C:2]1C=C[CH:5]=[CH:4][CH:3]=1.[Al+3].[Cl-:9].[Cl-:10].[Cl-:11].ClCl.O.[Cl:15][CH2:16][CH2:17][Cl:18]>>[Cl:15][C:16]1[C:2]([F:1])=[C:3]([Cl:9])[C:4]([Cl:10])=[C:5]([Cl:11])[C:17]=1[Cl:18] |f:1.2.3.4|. Procedure: A solution of 144 g (1.5 mol) of fluorobenzene in 1080 ml of 1,2-dichloroethane was admixed with 10 g (0.075 mol) of powdered AlCl3, and 586 g of chlorine gas were then passed into the mixture at 5-15° C. The solution was then stirred at 25° C. for about 5 hours, then heated to 65° C. and 100 ml of water were subsequently added while stirring vigorously. At this temperature, the phases were separated and the organic phase was extracted with water. The solvent was distilled off and the residue wa... Starting materials: C1(=CC=CC=C1)C(C1=CC=CC=C1)(C1=CC=CC=C1)Cl (triphenylmethylchloride), CN(C)C1=NC=CC=C1 (dimethylaminopyridine), FC1=C(C=CC(=C1)F)C1=NNC=C1 (3-(2,4-difluorophenyl)-1H-pyrazole). Solvent: N1=CC=CC=C1 (pyridine). Run at temperature 80 celsius, time 18 hour. Product: FC1=C(C=CC(=C1)F)C1=NN(C=C1)C(C1=CC=CC=C1)(C1=CC=CC=C1)C1=CC=CC=C1 (3-(2,4-Difluorophenyl)-1-trityl-1H-pyrazole). Isolated yield 43.0%. As a reaction SMILES: [C:1]1([C:7](Cl)([C:14]2[CH:19]=[CH:18][CH:17]=[CH:16][CH:15]=2)[C:8]2[CH:13]=[CH:12][CH:11]=[CH:10][CH:9]=2)[CH:6]=[CH:5][CH:4]=[CH:3][CH:2]=1.CN(C1C=CC=CN=1)C.[F:30][C:31]1[CH:36]=[C:35]([F:37])[CH:34]=[CH:33][C:32]=1[C:38]1[CH:42]=[CH:41][NH:40][N:39]=1>N1C=CC=CC=1>[F:30][C:31]1[CH:36]=[C:35]([F:37])[CH:34]=[CH:33][C:32]=1[C:38]1[CH:42]=[CH:41][N:40]([C:7]([C:14]2[CH:19]=[CH:18][CH:17]=[CH:16][CH:15]=2)([C:8]2[CH:13]=[CH:12][CH:11]=[CH:10][CH:9]=2)[C:1]2[CH:6]=[CH:5][CH:4]=[CH:3][CH:2]=2)[N:39]=1. Procedure details: Add triphenylmethylchloride (4.78 g, 17.2 mmol)) and dimethylaminopyridine (0.350 g, 2.86 mmol) to a stirred solution of 3-(2,4-difluorophenyl)-1H-pyrazole (2.58 g, 14.33 mmol) in dry pyridine (30 mL). Stir at 80° C. for about 18 hours. Cool to RT, concentrate and purify (silica gel chromatography, eluting with a gradient of hexane dichloromethane 25:75 to 0:100) to give the desired compound (43%).